From a dataset of the Open Reaction Database (ORD), a public repository of structured organic reaction records. describe an organic reaction: reactants, conditions, products, and yield The reactants are ClC1=CC=C(C=N1)CC=1C=C2C(N(C=NC2=C2C1C=CC=C2)[C@@H]2[C@H](COCC2)O)=O (6-[(6-chloropyridin-3-yl)methyl]-3-[(3R,4S)-3-hydroxytetrahydro-2H-pyran-4-yl]benzo[h]quinazolin-4(3H)-one), [Cl-].ClC1=NC=C(C=C1)C[Zn+] ((2-chloro-5-pyridyl)methylzinc chloride). The product is ClC1=CC=C(CC=2C=C3C(N(C=NC3=C3C2C=CC=C3)[C@@H]3[C@H](COCC3)O)=O)C=C1 (6-(4-Chlorobenzyl)-3-[(3R,4S)-3-hydroxytetrahydro-2H-pyran-4-yl]benzo[h]quinazolin-4(3H)-one). As a reaction SMILES: [Cl:1][C:2]1N=[CH:6][C:5]([CH2:8][C:9]2[CH:10]=[C:11]3[C:16](=[C:17]4[CH:22]=[CH:21][CH:20]=[CH:19][C:18]=24)[N:15]=[CH:14][N:13]([C@H:23]2[CH2:28][CH2:27][O:26][CH2:25][C@@H:24]2[OH:29])[C:12]3=[O:30])=[CH:4][CH:3]=1.[Cl-].Cl[C:33]1C=CC(C[Zn+])=CN=1>>[Cl:1][C:2]1[CH:33]=[CH:6][C:5]([CH2:8][C:9]2[CH:10]=[C:11]3[C:16](=[C:17]4[CH:22]=[CH:21][CH:20]=[CH:19][C:18]=24)[N:15]=[CH:14][N:13]([C@H:23]2[CH2:28][CH2:27][O:26][CH2:25][C@@H:24]2[OH:29])[C:12]3=[O:30])=[CH:4][CH:3]=1 |f:1.2|. Procedure details: 6-(4-Chlorobenzyl)-3-[(3R,4S)-3-hydroxytetrahydro-2H-pyran-4-yl]benzo[h]quinazolin-4(3H)-one was prepared by the procedure described for the synthesis of 6-[(6-chloropyridin-3-yl)methyl]-3-[(3R,4S)-3-hydroxytetrahydro-2H-pyran-4-yl]benzo[h]quinazolin-4(3H)-one in Example 1, substituting 4-chlorobenzylzinc chloride for (2-chloro-5-pyridyl)methylzinc chloride.